From a dataset of the Open Reaction Database (ORD), a public repository of structured organic reaction records. describe an organic reaction: reactants, conditions, products, and yield The reactants are BrC=1C=C2C(=C(C=NC2=CC1)C(=O)C1CC1)NC=1C=NN(C1)C1CN(CCC1)C ({6-Bromo-4-[1-(1-methylpiperidin-3-yl)-1H-pyrazol-4-ylamino]quinolin-3-yl}(cyclopropyl)methanone), ClC1=C(C(=CC(=C1)B1OC(C(O1)(C)C)(C)C)F)O (2-chloro-6-fluoro-4-(4,4,5,5-tetramethyl-1,3,2-dioxaborolan-2-yl)phenol). The product is ClC=1C=C(C=C(C1O)F)C=1C=C2C(=C(C=NC2=CC1)C(=O)C1CC1)NC=1C=NN(C1)C1CN(CCC1)C ({6-(3-Chloro-5-fluoro-4-hydroxyphenyl)-4-[1-(1-methylpiperidin-3-yl)-1H-pyrazol-4-ylamino]quinolin-3-yl}(cyclopropyl)methanone). Yield: 73.7%. As a reaction SMILES: Br[C:2]1[CH:3]=[C:4]2[C:9](=[CH:10][CH:11]=1)[N:8]=[CH:7][C:6]([C:12]([CH:14]1[CH2:16][CH2:15]1)=[O:13])=[C:5]2[NH:17][C:18]1[CH:19]=[N:20][N:21]([CH:23]2[CH2:28][CH2:27][CH2:26][N:25]([CH3:29])[CH2:24]2)[CH:22]=1.[Cl:30][C:31]1[CH:36]=[C:35](B2OC(C)(C)C(C)(C)O2)[CH:34]=[C:33]([F:46])[C:32]=1[OH:47]>>[Cl:30][C:31]1[CH:36]=[C:35]([C:2]2[CH:3]=[C:4]3[C:9](=[CH:10][CH:11]=2)[N:8]=[CH:7][C:6]([C:12]([CH:14]2[CH2:16][CH2:15]2)=[O:13])=[C:5]3[NH:17][C:18]2[CH:19]=[N:20][N:21]([CH:23]3[CH2:28][CH2:27][CH2:26][N:25]([CH3:29])[CH2:24]3)[CH:22]=2)[CH:34]=[C:33]([F:46])[C:32]=1[OH:47]. Procedure: Following general procedure F, {6-Bromo-4-[1-(1-methylpiperidin-3-yl)-1H-pyrazol-4-ylamino]quinolin-3-yl}(cyclopropyl)methanone (58 mg, 0.120 mmol) was reacted with 2-chloro-6-fluoro-4-(4,4,5,5-tetramethyl-1,3,2-dioxaborolan-2-yl)phenol (49 mg, 0.180 mmol) to afford the desired product (46 mg, 74%) as a yellow-green solid: 1H NMR (500 MHz, DMSO-d6) δ 10.86 (s, 1H), 9.08 (s, 1H), 8.24 (d, J=2.1 Hz, 1H), 8.04 (dd, J=8.8, 2.1 Hz, 1H), 7.93-7.83 (m, 2H), 7.43 (s, 1H), 7.39-7.30 (m, 2H), 4.19-4.12 (m... The reactants are C(CC1=CC=CC=C1)C1(CCOCC1)NC=O (N-(4-Phenethyltetrahydropyran-4-yl)-formamide). The solvent is C(Cl)Cl.CC(C)O (CH2Cl2 iPrOH). Yields the product O1CCC2(CC1)CCC1=C(C=N2)C=CC=C1 (4,5-dihydro-3H-benzo[c]azepin-3-spiro-4'-tetrahydropyran). Yield: 13.9%. As a reaction SMILES: [CH2:1]([C:9]1([NH:15][CH:16]=O)[CH2:14][CH2:13][O:12][CH2:11][CH2:10]1)[CH2:2][C:3]1[CH:8]=[CH:7][CH:6]=[CH:5][CH:4]=1>C(Cl)Cl.CC(O)C>[O:12]1[CH2:13][CH2:14][C:9]2([N:15]=[CH:16][C:4]3[CH:5]=[CH:6][CH:7]=[CH:8][C:3]=3[CH2:2][CH2:1]2)[CH2:10][CH2:11]1 |f:1.2|. Procedure details: Formamide 20 (3.65 g, 15.7 mmol) from the previous experiment is cyclized according to general procedure C to give imine 22 (0.47 g, 14%) as a yellow oil after FC (10:1 CH2Cl2 /iPrOH). 1H NMR (CDCl3) 8.35(s,1) , 7.50-7.45(m,1) 7.40-7.20(m,3), 4.10-3.95(m,2), 3.85-3.70(m,2), 3.15-3.05(m,2), 2.00-1.95(m,2), 1.85-1.70(m,4); 13C NMR (CDCl3) 157.88, 141.77, 135.23, 132.61, 129.89, 129.66, 126.21, 64.02, 58.32, 38.71, 37.25, 30.13; MS(MW=215.3, CI/CH4, eE=120 eV) m/z 216 [(M+H+), base peak], 199, 189,...